Dataset: the Open Reaction Database (ORD), a public repository of structured organic reaction records. Task: describe an organic reaction: reactants, conditions, products, and yield Product: CO[C@@H]1[C@@H](C[C@H]2O[C@]1(C)n3c4ccccc4c5c6CNC(=O)c6c7c8ccccc8n2c7c35)N(C)Cc9c[nH]c(n9)c%10ccccc%10, CN[C@@H]1C[C@H]2O[C@@](C)([C@@H]1OC)n1c3ccccc3c3c4c(c5c6ccccc6n2c5c31)C(=O)NC4 (Staurosporine), O=Cc1c[nH]c(n1)c2ccccc2. Solvent: CN1CCCC1=O (NMP), CN1CCCC1=O (NMP), CN1CCCC1=O (NMP), CN1CCCC1=O (NMP), CN1CCCC1=O (NMP), CN1CCCC1=O (NMP), CN1CCCC1=O (NMP). Reactants: CN[C@@H]1C[C@H]2O[C@@](C)([C@@H]1OC)n1c3ccccc3c3c4c(c5c6ccccc6n2c5c31)C(=O)NC4 (staurosporine), O=Cc1c[nH]c(n1)c2ccccc2. Reagents/catalysts: CC(C)[O-].CC(C)[O-].CC(C)[O-].CC(C)[O-].[Ti+4] (Ti(OiPr)4), CC(=O)O (acetic acid), CC(=O)O[BH-](OC(C)=O)OC(C)=O.[Na+] (Sodium triacetoxyborohydride). Reaction conditions: temperature 22 celsius, time 18 hour. Starting materials: C(C)OC(C(=CC1(CCC1)C1=C(C=CC=C1)C(F)(F)F)OCC)=O (2-Ethoxy-3-[1-(2-trifluoromethyl-phenyl)-cyclobutyl]-acrylic acid ethyl ester), [OH-].[Na+] (sodium hydroxide), C(C)O (ethanol). The solvent is O (water). Conditions: time 2 hour. Yields the product C(C)OC(C(=O)O)=CC1(CCC1)C1=C(C=CC=C1)C(F)(F)F (2-Ethoxy-3-[1-(2-trifluoromethyl-phenyl)-cyclobutyl]-acrylic acid). Yield: 101.8%. As a reaction SMILES: C([O:3][C:4](=[O:24])[C:5]([O:21][CH2:22][CH3:23])=[CH:6][C:7]1([C:11]2[CH:16]=[CH:15][CH:14]=[CH:13][C:12]=2[C:17]([F:20])([F:19])[F:18])[CH2:10][CH2:9][CH2:8]1)C.[OH-].[Na+].C(O)C>O>[CH2:22]([O:21][C:5](=[CH:6][C:7]1([C:11]2[CH:16]=[CH:15][CH:14]=[CH:13][C:12]=2[C:17]([F:18])([F:19])[F:20])[CH2:10][CH2:9][CH2:8]1)[C:4]([OH:24])=[O:3])[CH3:23] |f:1.2|. Reported procedure: 4.6 g of 2-Ethoxy-3-[1-(2-trifluoromethyl-phenyl)-cyclobutyl]-acrylic acid ethyl ester, 4.3 g of sodium hydroxide, 100 ml ethanol and 50 ml water (ethanol-water 2:1) were mixed and stirred for 2 hours at room temperature. Solvent was evaporated in vacuum, residue was distributed between water and ethyl acetate, and water solution was acidified with 1N hydrochloric acid, and extracted with ethyl acetate. The ethyl acetate extracts were washed with saturated aqueous sodium chloride solution, dried... Starting materials: C1CCCCC1 (cyclohexane), COC=1C=C(C=CC1OC)CC(CCC(CCC1=CC=C(C=C1)C)=O)[N+](=O)[O-] (1-(3,4-dimethoxyphenyl)-2-nitro-7-(4-methylphenyl)-5-heptanone), C(CO)O (ethylene glycol), C1(=CC=C(C=C1)S(=O)(=O)O)C (p-toluene-sulfonic acid). Solvent: C1=CC=CC=C1 (benzene). Yields the product C1COC(C(CC2=CC(=C(C=C2)OC)OC)[N+](=O)[O-])(CCCCC2=CC=C(C=C2)C)O1 (1-(3',4'-Dimethoxyphenyl)-2-nitro-7-(4'-methylphenyl)-3-heptanone ethylene ketal). Yield: 7.1%. Reaction SMILES: C1CCCCC1.[CH2:7]([OH:10])[CH2:8][OH:9].C1(C)C=CC(S(O)(=O)=O)=CC=1.[CH3:22][O:23][C:24]1[CH:25]=[C:26]([CH2:32][CH:33]([N+:47]([O-:49])=[O:48])[CH2:34][CH2:35][C:36](=O)[CH2:37][CH2:38][C:39]2[CH:44]=[CH:43][C:42]([CH3:45])=[CH:41][CH:40]=2)[CH:27]=[CH:28][C:29]=1[O:30][CH3:31]>C1C=CC=CC=1>[CH2:7]1[O:10][C:34]([CH2:35][CH2:36][CH2:37][CH2:38][C:39]2[CH:44]=[CH:43][C:42]([CH3:45])=[CH:41][CH:40]=2)([CH:33]([N+:47]([O-:49])=[O:48])[CH2:32][C:26]2[CH:27]=[CH:28][C:29]([O:30][CH3:31])=[C:24]([O:23][CH3:22])[CH:25]=2)[O:9][CH2:8]1. Reported procedure: In a 500 mL rb flask, 200 mL cyclohexane, 50 mL benzene, 15 g.(0.242 mole) ethylene glycol, 1.5 g p-toluene-sulfonic acid and 19 g (0.049 mole) of 1-(3,4-dimethoxyphenyl)-2-nitro-7-(4-methylphenyl)-5-heptanone were combined and refluxed 24 hours with a Dean-Stark trap. The cooled reaction mixture was poured into cold, sat'd. NaHCO3 and extracted with three 200 mL portions of ethyl acetate. The organic Layer was dried over MgSO4, filtered and concentrated. The residue was triturated with ether an... Reactants: CCn1c2ccc(C(C)=O)cc2c2cc(C(=O)c3ccc(F)cc3C)ccc21, CC(C)(C)[O-], CCCCCC, CCOC(C)=O, [K+]. Product: CCn1c2ccc(C(=O)CC(C)=O)cc2c2cc(C(=O)c3ccc(F)cc3C)ccc21. As a reaction SMILES: [CH2:1]([CH3:2])[n:3]1[c:4]2[cH:5][cH:6][c:7]([C:19]([c:20]3[c:21]([CH3:27])[cH:22][c:23]([F:26])[cH:24][cH:25]3)=[O:28])[cH:8][c:9]2[c:10]2[cH:11][c:12]([C:16]([CH3:17])=[O:18])[cH:13][cH:14][c:15]12.[CH3:29][C:30]([CH3:31])([O-:32])[CH3:33].[CH3:35][CH2:36][CH2:37][CH2:38][CH2:39][CH3:40].[CH3:41][CH2:42][O:43][C:44](=[O:45])[CH3:46].[K+:34]>>[CH2:1]([CH3:2])[n:3]1[c:4]2[cH:5][cH:6][c:7]([C:19]([c:20]3[c:21]([CH3:27])[cH:22][c:23]([F:26])[cH:24][cH:25]3)=[O:28])[cH:8][c:9]2[c:10]2[cH:11][c:12]([C:16]([CH2:17][C:30]([CH3:29])=[O:32])=[O:18])[cH:13][cH:14][c:15]12. Reactants: C(C1=CC=CC=C1)(C1=CC=CC=C1)(C1=CC=CC=C1)S\C=C/C=1C=NC=CC1 (3-[(Z)-2-(tritylthio)vinyl]pyridine), CI (methyl iodide), C(C)OCC (diethyl ether). Solvent: C(Cl)Cl (methylene chloride). Conditions: time 24 hour. Product: [I-].C(C1=CC=CC=C1)(C1=CC=CC=C1)(C1=CC=CC=C1)S\C=C/C=1C=[N+](C=CC1)C (3-[(Z)-2-(tritylthio)vinyl]-1-methylpyridinium iodide). Reaction SMILES: [C:1]([S:20]/[CH:21]=[CH:22]\[C:23]1[CH:24]=[N:25][CH:26]=[CH:27][CH:28]=1)([C:14]1[CH:19]=[CH:18][CH:17]=[CH:16][CH:15]=1)([C:8]1[CH:13]=[CH:12][CH:11]=[CH:10][CH:9]=1)[C:2]1[CH:7]=[CH:6][CH:5]=[CH:4][CH:3]=1.C[I:30].[CH2:31](OCC)C>C(Cl)Cl>[I-:30].[C:1]([S:20]/[CH:21]=[CH:22]\[C:23]1[CH:24]=[N+:25]([CH3:31])[CH:26]=[CH:27][CH:28]=1)([C:14]1[CH:15]=[CH:16][CH:17]=[CH:18][CH:19]=1)([C:2]1[CH:7]=[CH:6][CH:5]=[CH:4][CH:3]=1)[C:8]1[CH:13]=[CH:12][CH:11]=[CH:10][CH:9]=1 |f:4.5|. Procedure details: A mixture of 3-[(Z)-2-(tritylthio)vinyl]pyridine (5 g) and methyl iodide (8.3 ml) in dry methylene chloride (100 ml) was stirred at ambient temperature for 24 hours. The reaction mixture was poured into diethyl ether under stirring. The resultant precipitate was collected by filtration, washed with diethyl ether and air-dried at ambient temperature to give 3-[(Z)-2-(tritylthio)vinyl]-1-methylpyridinium iodide (6.64 g) as yellow powder. Reactants: COC(C=1C=C(C(=NC1)C(=O)OC)C(=O)OC)OC (dimethyl 5-dimethoxymethylpyridine-2,3-dicarboxylate). The solvent is Cl (HCl), O1CCCC1 (tetrahydrofuran). Yields the product C(=O)C=1C=C(C(=NC1)C(=O)OC)C(=O)OC (Dimethyl 5-formylpyridine-2,3-dicarboxylate). The yield is 84.2%. Reaction SMILES: C[O:2][CH:3](OC)[C:4]1[CH:5]=[C:6]([C:14]([O:16][CH3:17])=[O:15])[C:7]([C:10]([O:12][CH3:13])=[O:11])=[N:8][CH:9]=1>Cl.O1CCCC1>[CH:3]([C:4]1[CH:5]=[C:6]([C:14]([O:16][CH3:17])=[O:15])[C:7]([C:10]([O:12][CH3:13])=[O:11])=[N:8][CH:9]=1)=[O:2]. Procedure: A solution of dimethyl 5-dimethoxymethylpyridine-2,3-dicarboxylate (6.57 g, 0.024 mol) in 2N HCl (15 mL) and tetrahydrofuran (25 mL) is stirred at reflux temperature for 2 hours. The tetrahydrofuran is removed in vacuo, the aqueous solution is diluted with water (to 30 mL) and extracted with methylene chloride. The combined methylene chloride extracts are dried over anhydrous magnesium sulfate and concentrated in vacuo to yield the title compound (4.51 g, 82%) as a yellow solid, mp 75°-77° C., i...